This data is from the Open Reaction Database (ORD), a public repository of structured organic reaction records. The task is: describe an organic reaction: reactants, conditions, products, and yield Reactants: Nc1ccc(OC(F)(F)F)cc1Cl, Cl, N#C[Cu]C#N, O=N[O-], [Na+], [Na+], N#C[Na], [OH-]. Product: N#Cc1ccc(OC(F)(F)F)cc1Cl. RXN SMILES: [Cl:1][c:2]1[c:3]([NH2:13])[cH:4][cH:5][c:6]([O:8][C:9]([F:10])([F:11])[F:12])[cH:7]1.[ClH:14].[Cu:19]([C:20]#[N:21])[C:22]#[N:23].[N:15]([O-:16])=[O:17].[Na+:18].[Na+:28].[Na:24][C:25]#[N:26].[OH-:27]>>[Cl:1][c:2]1[c:3]([C:20]#[N:21])[cH:4][cH:5][c:6]([O:8][C:9]([F:10])([F:11])[F:12])[cH:7]1.